describe an organic reaction: reactants, conditions, products, and yield From a dataset of the Open Reaction Database (ORD), a public repository of structured organic reaction records. Reaction SMILES: [CH2:21]([c:22]1[cH:23][cH:24][cH:25][cH:26][cH:27]1)[O:28][C:29](=[O:30])[NH:31][CH:32]([C:33](=[O:34])[OH:35])[c:36]1[cH:37][cH:38][cH:39][cH:40][cH:41]1.[CH:1]1([CH2:7][S:8](=[O:9])(=[O:10])[N:11]2[CH:12]([C:17]([NH2:18])=[N:19][OH:20])[CH2:13][CH2:14][CH2:15][CH2:16]2)[CH2:2][CH2:3][CH2:4][CH2:5][CH2:6]1>>[CH:1]1([CH2:7][S:8](=[O:9])(=[O:10])[N:11]2[CH:12]([C:17]([NH2:18])=[N:19][O:20][C:33]([CH:32]([NH:31][C:29]([O:28][CH2:21][c:22]3[cH:23][cH:24][cH:25][cH:26][cH:27]3)=[O:30])[c:36]3[cH:37][cH:38][cH:39][cH:40][cH:41]3)=[O:34])[CH2:13][CH2:14][CH2:15][CH2:16]2)[CH2:2][CH2:3][CH2:4][CH2:5][CH2:6]1. Reactants: O=C(NC(C(=O)O)c1ccccc1)OCc1ccccc1, NC(=NO)C1CCCCN1S(=O)(=O)CC1CCCCC1. Yields the product NC(=NOC(=O)C(NC(=O)OCc1ccccc1)c1ccccc1)C1CCCCN1S(=O)(=O)CC1CCCCC1. Starting materials: OC(CN1C=NC=C1)(C1=CC=CC=C1)C=1C=C2CCC(NC2=CC1)=O (6-[1-hydroxy-1-phenyl-2-(imidazol-1-yl)ethyl]-3,4-dihydrocarbostyril). Solvent: C(=O)O (formic acid). Product: C1(=CC=CC=C1)C(=CN1C=NC=C1)C=1C=C2CCC(NC2=CC1)=O (6-[1-phenyl-2-(imidazol-1-yl)ethenyl]-3,4-dihydrocarbostyril). As a reaction SMILES: O[C:2]([C:15]1[CH:16]=[C:17]2[C:22](=[CH:23][CH:24]=1)[NH:21][C:20](=[O:25])[CH2:19][CH2:18]2)([C:9]1[CH:14]=[CH:13][CH:12]=[CH:11][CH:10]=1)[CH2:3][N:4]1[CH:8]=[CH:7][N:6]=[CH:5]1>C(O)=O>[C:9]1([C:2]([C:15]2[CH:16]=[C:17]3[C:22](=[CH:23][CH:24]=2)[NH:21][C:20](=[O:25])[CH2:19][CH2:18]3)=[CH:3][N:4]2[CH:8]=[CH:7][N:6]=[CH:5]2)[CH:10]=[CH:11][CH:12]=[CH:13][CH:14]=1. Procedure details: A solution of 600 mg of 6-[1-hydroxy-1-phenyl-2-(imidazol-1-yl)ethyl]-3,4-dihydrocarbostyril in 20 ml of anhydrous formic acid was refluxed for 24 hours. The solvent was removed under reduced pressure and the residue partitioned between 5% methanol in methylene chloride and aqueous potassium carbonate. The organic solution was dried over anhydrous sodium sulfate and the solvent removed under reduced pressure. The residue was chromatographed on silica gel, eluting with 5% methanol in methylene ch... Reactants: C1(=CC=CC=C1)N(C1=CC=CC=C1)CC1NCCC2=CC(=C(C=C12)OC)OC (1-(N,N-diphenylaminomethyl)-6,7-dimethoxy-1,2,3,4-tetrahydroisoquinoline), B(Br)(Br)Br (boron tribromide). Run in ClCCl (dichloromethane), ClCCl (dichloromethane). Reaction conditions: time 19 hour. Product: Br.C1(=CC=CC=C1)N(C1=CC=CC=C1)CC1NCCC2=CC(=C(C=C12)O)O (1-(N,N-diphenylaminomethyl)-6,7-dihydroxy-1,2,3,4-tetrahydroisoquinoline hydrobromide). The yield is 76.1%. Reaction SMILES: [C:1]1([N:7]([CH2:14][CH:15]2[C:24]3[C:19](=[CH:20][C:21]([O:27]C)=[C:22]([O:25]C)[CH:23]=3)[CH2:18][CH2:17][NH:16]2)[C:8]2[CH:13]=[CH:12][CH:11]=[CH:10][CH:9]=2)[CH:6]=[CH:5][CH:4]=[CH:3][CH:2]=1.B(Br)(Br)[Br:30]>ClCCl>[BrH:30].[C:1]1([N:7]([CH2:14][CH:15]2[C:24]3[C:19](=[CH:20][C:21]([OH:27])=[C:22]([OH:25])[CH:23]=3)[CH2:18][CH2:17][NH:16]2)[C:8]2[CH:9]=[CH:10][CH:11]=[CH:12][CH:13]=2)[CH:2]=[CH:3][CH:4]=[CH:5][CH:6]=1 |f:3.4|. Reported procedure: To a solution of 1-(N,N-diphenylaminomethyl)-6,7-dimethoxy-1,2,3,4-tetrahydroisoquinoline (0.38 g) in anhydrous dichloromethane (15 ml) was dropwise added a solution of boron tribromide (0.75 g) in anhydrous dichloromethane (5 ml) at -60° C. with stirring. The mixture was stirred for 2.5 hours at the same temperature and the reaction temperature was elevated to ambient temperature over 19 hours. Dichloromethane was removed and to the residue were added methanol and a small amount of water. The m... Reactants: ClC=1C=CC=2N(N1)C(=NN2)[C@H](C)O ((S)-1-(6-chloro[1,2,4]triazolo[4,3-b]pyridazin-3-yl)ethanol), CN1N=CC(=C1)B1OC(C(O1)(C)C)(C)C (1-methyl-4-(4,4,5,5-tetramethyl-1,3,2-dioxaborolan-2-yl)-1H-pyrazole), C([O-])([O-])=O.[K+].[K+] (potassium carbonate), O1CCOCC1 (dioxane). The reagents and catalysts are C=1C=CC(=CC1)[P](C=2C=CC=CC2)(C=3C=CC=CC3)[Pd]([P](C=4C=CC=CC4)(C=5C=CC=CC5)C=6C=CC=CC6)([P](C=7C=CC=CC7)(C=8C=CC=CC8)C=9C=CC=CC9)[P](C=1C=CC=CC1)(C=1C=CC=CC1)C=1C=CC=CC1 (Pd(PPh3)4). The solvent is O (water). Yields the product CN1N=CC(=C1)C=1C=CC=2N(N1)C(=NN2)[C@H](C)O ((S)-1-[6-(1-Methyl-1H-pyrazol-4-yl)-[1,2,4]triazolo[4,3-b]pyridazin-3-yl]ethanol). Reaction SMILES: Cl[C:2]1[CH:3]=[CH:4][C:5]2[N:6]([C:8]([C@@H:11]([OH:13])[CH3:12])=[N:9][N:10]=2)[N:7]=1.[CH3:14][N:15]1[CH:19]=[C:18](B2OC(C)(C)C(C)(C)O2)[CH:17]=[N:16]1.C(=O)([O-])[O-].[K+].[K+].O1CCOCC1>C1C=CC([P]([Pd]([P](C2C=CC=CC=2)(C2C=CC=CC=2)C2C=CC=CC=2)([P](C2C=CC=CC=2)(C2C=CC=CC=2)C2C=CC=CC=2)[P](C2C=CC=CC=2)(C2C=CC=CC=2)C2C=CC=CC=2)(C2C=CC=CC=2)C2C=CC=CC=2)=CC=1.O>[CH3:14][N:15]1[CH:19]=[C:18]([C:2]2[CH:3]=[CH:4][C:5]3[N:6]([C:8]([C@@H:11]([OH:13])[CH3:12])=[N:9][N:10]=3)[N:7]=2)[CH:17]=[N:16]1 |f:2.3.4,^1:44,46,65,84|. Procedure: A mixture of (S)-1-(6-chloro[1,2,4]triazolo[4,3-b]pyridazin-3-yl)ethanol (30.0 mg, 0.151 mmol), 1-methyl-4-(4,4,5,5-tetramethyl-1,3,2-dioxaborolan-2-yl)-1H-pyrazole (62.8 mg, 0.302 mmol), Pd(PPh3)4 (20 mg, 0.02 mmol), potassium carbonate (62.6 mg, 0.453 mmol) and 4:1 dioxane:water (5 mL) was heated to 85° C. for 1 h. The organic solvent was removed in vacuo, and the material was transferred to a separatory funnel and extracted with DCM. The organic layer was dry-loaded onto silica gel, and the m...